Dataset: the Open Reaction Database (ORD), a public repository of structured organic reaction records. Task: describe an organic reaction: reactants, conditions, products, and yield Reactants: Cc1ccc(C(=O)O)cc1Br, CC(C)(C)O, CC(C)N=C=NC(C)C, NCC(=O)NC1CCN(Cc2ccc(Cl)cc2)C1, ClC(Cl)Cl, On1nnc2ccccc21. Yields the product Cc1ccc(C(=O)NCC(=O)NC2CCN(Cc3ccc(Cl)cc3)C2)cc1Br. RXN SMILES: [Br:19][c:20]1[cH:21][c:22]([C:23](=[O:24])[OH:25])[cH:26][cH:27][c:28]1[CH3:29].[CH3:53][C:54]([OH:55])([CH3:56])[CH3:57].[CH:30]([N:31]=[C:32]=[N:33][CH:34]([CH3:35])[CH3:36])([CH3:37])[CH3:38].[Cl:1][c:2]1[cH:3][cH:4][c:5]([CH2:6][N:7]2[CH2:8][CH:9]([NH:12][C:13]([CH2:14][NH2:15])=[O:16])[CH2:10][CH2:11]2)[cH:17][cH:18]1.[Cl:49][CH:50]([Cl:51])[Cl:52].[OH:39][n:40]1[c:41]2[c:42]([cH:43][cH:44][cH:45][cH:46]2)[n:47][n:48]1>>[Cl:1][c:2]1[cH:3][cH:4][c:5]([CH2:6][N:7]2[CH2:8][CH:9]([NH:12][C:13]([CH2:14][NH:15][C:23]([c:22]3[cH:21][c:20]([Br:19])[c:28]([CH3:29])[cH:27][cH:26]3)=[O:24])=[O:16])[CH2:10][CH2:11]2)[cH:17][cH:18]1. The reactants are CI (methyl iodide), COC1=CC=C(C=C1)C=1SC(=CC1C1=CC=C(C=C1)OC)SC1=C(C=C(C=C1)[N+](=O)[O-])[N+](=O)[O-] (2,3-bis(4-methoxyphenyl)-5-(2,4-dinitrophenylthio)thiophene), CI (methyl iodide), Cl (HCl), [OH-].[K+] (potassium hydroxide). The solvent is N#N (N2), N#N (N2), O (water), CO (methanol), N#N (N2). Reaction conditions: time 0.5 hour. Yields the product COC1=CC=C(C=C1)C=1SC(=CC1C1=CC=C(C=C1)OC)SC (2,3-bis(4-Methoxyphenyl)-5-(methylthio)thiophene). Yield: 41.8%. As a reaction SMILES: [CH3:1][O:2][C:3]1[CH:8]=[CH:7][C:6]([C:9]2[S:10][C:11]([S:22][C:23]3C=CC([N+]([O-])=O)=CC=3[N+]([O-])=O)=[CH:12][C:13]=2[C:14]2[CH:19]=[CH:18][C:17]([O:20][CH3:21])=[CH:16][CH:15]=2)=[CH:5][CH:4]=1.CI.[OH-].[K+].Cl>N#N.O.CO>[CH3:1][O:2][C:3]1[CH:8]=[CH:7][C:6]([C:9]2[S:10][C:11]([S:22][CH3:23])=[CH:12][C:13]=2[C:14]2[CH:19]=[CH:18][C:17]([O:20][CH3:21])=[CH:16][CH:15]=2)=[CH:5][CH:4]=1 |f:2.3|. Procedure: A suspension of 2,3-bis(4-methoxyphenyl)-5-(2,4-dinitrophenylthio)thiophene (4.8 g, 9.7 mmoles) in 20 ml N2 -purged methanol was cooled to 0° and treated with methyl iodide (1 ml, 14.6 mmoles) and a N2 -purged solution of potassium hydroxide (1.3 g, 19.4 mmoles) in a mixture of 5 ml water and 5 ml methanol. N2 -purged tetrahydrofuran (25 ml) was added and the reaction heated at reflux for 0.5 hour. An additional portion of methyl iodide (1 ml, 14.6 mmoles) was added and heating continued for 0.5... The reactants are C1CCOC1, O=[N+]([O-])c1cc(S(=O)(=O)Cl)sc1Cl, NCCO, O. The product is O=[N+]([O-])c1cc(S(=O)(=O)NCCO)sc1Cl. RXN SMILES: [CH2:19]1[O:20][CH2:21][CH2:22][CH2:23]1.[Cl:5][c:6]1[c:7]([N+:15](=[O:16])[O-:17])[cH:8][c:9]([S:11](=[O:12])(=[O:13])[Cl:14])[s:10]1.[NH2:1][CH2:2][CH2:3][OH:4].[OH2:18]>>[NH:1]([CH2:2][CH2:3][OH:4])[S:11]([c:9]1[cH:8][c:7]([N+:15](=[O:16])[O-:17])[c:6]([Cl:5])[s:10]1)(=[O:12])=[O:13]. Reactants: NC1=C(C(=O)C2=CC=CC=C2)C=C(C=C1)Cl (2-amino-5-chlorobenzophenone), CN=C=O (methyl isocyanate). Run in C(Cl)Cl (methylene chloride). Product: ClC=1C=C2C(N(C(NC2=CC1)=O)C)(C1=CC=CC=C1)O (6-chloro-3,4-dihydro-4-hydroxy-3-methyl-4-phenyl-2(1H)-quinazolinone). Isolated yield 96.5%. Reaction SMILES: [NH2:1][C:2]1[CH:15]=[CH:14][C:13]([Cl:16])=[CH:12][C:3]=1[C:4]([C:6]1[CH:11]=[CH:10][CH:9]=[CH:8][CH:7]=1)=[O:5].[CH3:17][N:18]=[C:19]=[O:20]>C(Cl)Cl>[Cl:16][C:13]1[CH:12]=[C:3]2[C:2](=[CH:15][CH:14]=1)[NH:1][C:19](=[O:20])[N:18]([CH3:17])[C:4]2([OH:5])[C:6]1[CH:7]=[CH:8][CH:9]=[CH:10][CH:11]=1. Procedure details: A solution of 100 g (0.43 mole) of 2-amino-5-chlorobenzophenone and 40 g (0.7 mole) of methyl isocyanate in 300 ml of methylene chloride was refluxed for two days and then cooled. The solid portion of the reaction mixture was collected on a filter and washed with methylene chloride to give 119.8 g (96% yield) of 6-chloro-3,4-dihydro-4-hydroxy-3-methyl-4-phenyl-2(1H)-quinazolinone as a white crystalline powder: mp 296°-298° (dec); 1H nmr (DMSO-d6), δ 2.66 ppm (s, 3H), 6.8-7.6 ppm (m, 8H) and 10.0... Reactants: CSC1=CC=C(C=C1)[N+](=O)[O-] (1-methylsulfanyl-4-nitro-benzene), I(=O)(=O)(=O)O (periodic acid), S(=S)(=O)([O-])[O-].[Na+].[Na+] (sodium thiosulphate). The reagents and catalysts are [Fe](Cl)(Cl)Cl (iron(III) chloride). Solvent: C(C)#N (acetonitrile), ice water. The product is CS(=O)C1=CC=C(C=C1)[N+](=O)[O-] ((RS)-1-(methylsulfinyl)-4-nitrobenzene). RXN SMILES: [CH3:1][S:2][C:3]1[CH:8]=[CH:7][C:6]([N+:9]([O-:11])=[O:10])=[CH:5][CH:4]=1.I(O)(=O)(=O)=[O:13].S([O-])([O-])(=O)=S.[Na+].[Na+]>C(#N)C.[Fe](Cl)(Cl)Cl>[CH3:1][S:2]([C:3]1[CH:4]=[CH:5][C:6]([N+:9]([O-:11])=[O:10])=[CH:7][CH:8]=1)=[O:13] |f:2.3.4|. Reported procedure: A suspension of 25.0 g (147.8 mmol) 1-methylsulfanyl-4-nitro-benzene and 0.69 g (4.2 mmol) iron(III) chloride (anhydrous) in 120 ml acetonitrile is treated with 36.0 g (158.1 mmol) periodic acid and stirred at room temperature. At the start of heat evolution, the mixture is transiently cooled with an ice-bath, so that the temperature does not rise above 30° C. After the heat evolution has subsided, the mixture is stirred at room temperature for a further 10 mins. The mixture is poured into a sol... The reactants are BrC=1C=CC(=C(C#N)C1)F (5-bromo-2-fluorobenzonitrile), O.NN (hydrazine hydrate). Run in O (water). Run at time 2 day. The product is NC1=NNC2=CC=C(C=C12)Br (3-Amino-5-bromo-indazole). The yield is 91.0%. As a reaction SMILES: [Br:1][C:2]1[CH:3]=[CH:4][C:5](F)=[C:6]([CH:9]=1)[C:7]#[N:8].O.[NH2:12][NH2:13]>O>[NH2:8][C:7]1[C:6]2[C:5](=[CH:4][CH:3]=[C:2]([Br:1])[CH:9]=2)[NH:13][N:12]=1 |f:1.2|. Procedure details: A mixture of 5-bromo-2-fluorobenzonitrile (5.00 g, 25 mmol) and hydrazine hydrate (10 mL) was heated at reflux for two hours and then it was allowed to stand at room temperature for two days. The reaction was treated with water (50 mL) and the solids were collected by filtration to give 3-Amino-5-bromo-indazole as a white solid (4.82 g, 91%): mp 165-175° C.; MS [M+H]+ 212, 214. RXN SMILES: Cl[CH2:2][C:3]1[C:4]([CH3:9])=[N:5][O:6][C:7]=1[CH3:8].[NH3:10]>>[NH2:10][CH2:2][C:3]1[C:4]([CH3:9])=[N:5][O:6][C:7]=1[CH3:8]. Yields the product NCC=1C(=NOC1C)C (4-Aminomethyl-3,5-dimethylisoxazole). The reactants are ClCC=1C(=NOC1C)C (4-Chloromethyl-3,5-dimethylisoxazole), N (ammonia). Reported procedure: 4-Chloromethyl-3,5-dimethylisoxazole (700 mg, 4.8 mmol) is suspended in concentrated aqueous ammonia at 20-25 degrees C., and vigorously stirred overnight. The reaction mixture is extracted with isopropyl alcohol/chloroform (10/90, 2×). The combined organic phases are concentrated under nitrogen flow. The residue is purified by flash chromatography methanol/methylene chloride (5-20%, 1% triethylamine) to give the title compound, MR (CDCl3, 300 MHz) delta3.62, 2.37, 2.29, and 1.44. Starting materials: C(C)(C)(C)OC(NC1=C(C=C(C=C1)C=1OC=CC1)[N+](=O)[O-])=O ((4-Furan-2-yl-2-nitro-phenyl)-carbamic acid tert.-butyl ester). The reagents and catalysts are [Ni] (Ni). The product is C(C)(C)(C)OC(NC1=C(C=C(C=C1)C=1OC=CC1)N)=O ((2-Amino-4-furan-2-yl-phenyl)-carbamic acid tert.-butyl ester). RXN SMILES: [C:1]([O:5][C:6](=[O:22])[NH:7][C:8]1[CH:13]=[CH:12][C:11]([C:14]2[O:15][CH:16]=[CH:17][CH:18]=2)=[CH:10][C:9]=1[N+:19]([O-])=O)([CH3:4])([CH3:3])[CH3:2]>[Ni]>[C:1]([O:5][C:6](=[O:22])[NH:7][C:8]1[CH:13]=[CH:12][C:11]([C:14]2[O:15][CH:16]=[CH:17][CH:18]=2)=[CH:10][C:9]=1[NH2:19])([CH3:4])([CH3:2])[CH3:3]. Procedure details: Prepared from (4-furan-2-yl-2-nitrophenyl)-carbamic acid tert.-butyl ester (Example B3) by catalytic hydrogenation with Raney-Ni according to the general procedure G (method a). Obtained as a grey powder (212 mg). The reactants are ClCCl, COc1cccc(CO)c1OC, O=S(Cl)Cl. Product: COc1cccc(CCl)c1OC. As a reaction SMILES: [CH2:17]([Cl:18])[Cl:19].[CH3:1][O:2][c:3]1[c:4]([CH2:5][OH:6])[cH:7][cH:8][cH:9][c:10]1[O:11][CH3:12].[S:13]([Cl:14])([Cl:15])=[O:16]>>[CH3:1][O:2][c:3]1[c:4]([CH2:5][Cl:15])[cH:7][cH:8][cH:9][c:10]1[O:11][CH3:12].